Dataset: the Open Reaction Database (ORD), a public repository of structured organic reaction records. Task: describe an organic reaction: reactants, conditions, products, and yield The reactants are CN(C)c1cc(NC(=O)OC(C)(C)C)c(NC(=O)CC(=O)c2ccnc(C#N)c2)cc1C(F)(F)F, ClCCl, O=C(O)C(F)(F)F. The product is CN(C)c1cc2c(cc1C(F)(F)F)NC(=O)CC(c1ccnc(C#N)c1)=N2. RXN SMILES: [C:1]([O:2][C:3](=[O:4])[NH:7][c:8]1[c:9]([NH:21][C:22]([CH2:23][C:24](=[O:5])[c:26]2[cH:27][c:28]([C:32]#[N:33])[n:29][cH:30][cH:31]2)=[O:34])[cH:10][c:11]([C:17]([F:18])([F:19])[F:20])[c:12]([N:14]([CH3:15])[CH3:16])[cH:13]1)([CH3:6])([CH3:25])[CH3:35].[Cl:43][CH2:44][Cl:45].[F:36][C:37]([F:38])([F:39])[C:40]([OH:41])=[O:42]>>[N:7]1=[C:24]([c:26]2[cH:27][c:28]([C:32]#[N:33])[n:29][cH:30][cH:31]2)[CH2:23][C:22](=[O:34])[NH:21][c:9]2[c:8]1[cH:13][c:12]([N:14]([CH3:15])[CH3:16])[c:11]([C:17]([F:18])([F:19])[F:20])[cH:10]2. Reactants: COC(=O)C=1C(C(=C(NC1C)C1=CC=CC=C1)C(=O)[O-])C1=CC(=CC=C1)[N+](=O)[O-] (1,4-dihydro-5-methoxycarbonyl-6-methyl-4-(3-nitrophenyl)-2-phenylpyridine-3-carboxylate), CN(C)C1=NC=CC=C1 (dimethylaminopyridine), C(C)(C)(C)OC(CN)=O (glycine t-butyl ester). The solvent is C(Cl)Cl (methylene chloride). Conditions: time 1 hour. Yields the product COC(=O)C=1C(C(=C(NC1C)C1=CC=CC=C1)C(=O)NCC(=O)OC(C)(C)C)C1=CC(=CC=C1)[N+](=O)[O-] (t-butyl 2-[N-(1,4-dihydro-5-methoxycarbonyl-6-methyl-4-(3-nitrophenyl)-2-phenylpyridine-3-carbonyl)amino]acetate). Yield: 100.1%. Reaction SMILES: [CH3:1][O:2][C:3]([C:5]1[CH:6]([C:21]2[CH:26]=[CH:25][CH:24]=[C:23]([N+:27]([O-:29])=[O:28])[CH:22]=2)[C:7]([C:18]([O-])=[O:19])=[C:8]([C:12]2[CH:17]=[CH:16][CH:15]=[CH:14][CH:13]=2)[NH:9][C:10]=1[CH3:11])=[O:4].CN(C1C=CC=CN=1)C.[C:39]([O:43][C:44](=[O:47])[CH2:45][NH2:46])([CH3:42])([CH3:41])[CH3:40]>C(Cl)Cl>[CH3:1][O:2][C:3]([C:5]1[CH:6]([C:21]2[CH:26]=[CH:25][CH:24]=[C:23]([N+:27]([O-:29])=[O:28])[CH:22]=2)[C:7]([C:18]([NH:46][CH2:45][C:44]([O:43][C:39]([CH3:42])([CH3:41])[CH3:40])=[O:47])=[O:19])=[C:8]([C:12]2[CH:17]=[CH:16][CH:15]=[CH:14][CH:13]=2)[NH:9][C:10]=1[CH3:11])=[O:4]. Procedure details: More specifically, a dried methylene chloride solution containing 394 mg (1 mmol) of 1,4-dihydro-5-methoxycarbonyl-6-methyl-4-(3-nitrophenyl)-2-phenylpyridine-3-carboxylate, 309 mg (1.5 mmol) of dicyctohexylcarbodiimide and 134 mg (1.1 mmol) of dimethylaminopyridine was stirred for one hour. To this reaction mixture, 157 mg (1.2 mmol) of glycine t-butyl ester was added and the reaction mixture was refluxed for 2 hours. Insoluble components were removed from the reaction mixture by filtration and... Reactants: C (methane), C[C@@]12C(CC[C@H]1[C@@H]1CCC3=CC(C=C[C@]3(C)[C@H]1CC2)=O)=O (androsta-1,4-diene-3,17-dione), solution, C[Al](C)C (trimethylaluminum), C(C)(C)(C)C1=C(C(=CC(=C1)C)C(C)(C)C)O (2,6-di-tert-butyl-4-methylphenol). Reagents/catalysts: [Ni+2].C/C(=C/C(=O)C)/[O-] (nickel(II) acetylacetonate). The solvent is C(C)(=O)OC (methyl acetate), CCCCCC (hexane), O (water). Run at temperature 50 celsius. The product is CC1=CC(C=C2CC[C@H]3[C@@H]4CCC([C@@]4(C)CC[C@@H]3[C@@]12C)=O)=O (1-Methyl-androsta-1,4 -diene-3,17-dione). The yield is 183.1%. RXN SMILES: C[Al](C)C.[C:5](C1C=C(C)C=C(C(C)(C)C)C=1O)(C)(C)C.C.[CH3:22][C@:23]12[CH2:40][CH2:39][C@H:38]3[C@@H:28]([CH2:29][CH2:30][C:31]4[C@:36]3([CH3:37])[CH:35]=[CH:34][C:33](=[O:41])[CH:32]=4)[C@@H:27]1[CH2:26][CH2:25][C:24]2=[O:42]>CCCCCC.C(OC)(=O)C.[Ni+2].C/C(/[O-])=C/C(C)=O.O>[CH3:5][C:35]1[C@@:36]2([CH3:37])[C:31]([CH2:30][CH2:29][C@@H:28]3[C@@H:38]2[CH2:39][CH2:40][C@@:23]2([CH3:22])[C@H:27]3[CH2:26][CH2:25][C:24]2=[O:42])=[CH:32][C:33](=[O:41])[CH:34]=1 |f:6.7|. Reported procedure: 86.4 ml (80 mmol) of a 10% solution of trimethylaluminum in hexane is introduced at room temperature under nitrogen atmosphere. With stirring, 17.4 g (80 mmol) of 2,6-di-tert-butyl-4-methylphenol is added in portions. The solution is stirred for 30 more minutes and subsequently stirred until the end of the methane generation. 28.4 g (100 mmol) of androsta-1,4-diene-3,17-dione (ADD) in 200 ml of methyl acetate is added at 25° C. The solution is heated to 50° C. 1.43 g (5 mmol) of nickel(II)-acety... Starting materials: FC1=CC=C(C=C1)N1N=NC(=C1)C (1-(4-fluoro-phenyl)-4-methyl-1H-[1,2,3]triazole), [Li]CCCC (n-BuLi), [Cl-].[NH4+] (ammonium chloride), CN(C)C=O (DMF). The solvent is C1CCOC1 (THF). Conditions: temperature -75 celsius, time 1 hour. Product: FC1=CC=C(C=C1)N1N=NC(=C1C=O)C (3-(4-Fluoro-phenyl)-5-methyl-3H-[1,2,3]triazole-4-carbaldehyde). Isolated yield 89.3%. Reaction SMILES: [F:1][C:2]1[CH:7]=[CH:6][C:5]([N:8]2[CH:12]=[C:11]([CH3:13])[N:10]=[N:9]2)=[CH:4][CH:3]=1.[Li]CCCC.CN([CH:22]=[O:23])C.[Cl-].[NH4+]>C1COCC1>[F:1][C:2]1[CH:3]=[CH:4][C:5]([N:8]2[C:12]([CH:22]=[O:23])=[C:11]([CH3:13])[N:10]=[N:9]2)=[CH:6][CH:7]=1 |f:3.4|. Procedure: To a solution of 1-(4-fluoro-phenyl)-4-methyl-1H-[1,2,3]triazole (3.67 g, 21 mmol) in THF (110 mL) was added n-BuLi (1.6 M in hexane, 15.53 mL, 25 mmol) dropwise at −75° C. under Argon. The resulting solution was stirred at −75° C. for 1 h, then DMF (2.1 mL, 27 mmol) was added dropwise at −75° C. and the reaction mixture was allowed to warm up to room temperature over 1 h. The mixture was then poured into saturated ammonium chloride solution and extracted with ethyl acetate and the combined orga... The reactants are COC(=O)CCC(=O)c1ccc(NC(=O)C(C)C)c([N+](=O)[O-])c1, CCO. Yields the product COC(=O)CCC(=O)c1ccc(NC(=O)C(C)C)c(N)c1. RXN SMILES: [CH3:1][O:2][C:3]([CH2:4][CH2:5][C:6](=[O:7])[c:8]1[cH:9][c:10]([N+:20]([O-:21])=[O:22])[c:11]([NH:14][C:15]([CH:16]([CH3:17])[CH3:18])=[O:19])[cH:12][cH:13]1)=[O:23].[CH3:24][CH2:25][OH:26]>>[CH3:1][O:2][C:3]([CH2:4][CH2:5][C:6](=[O:7])[c:8]1[cH:9][c:10]([NH2:20])[c:11]([NH:14][C:15]([CH:16]([CH3:17])[CH3:18])=[O:19])[cH:12][cH:13]1)=[O:23]. The reactants are NC=1SC=C(N1)CC(=O)NC1[C@@H]2N(C(=C(CS2)COC(C)=O)C(=O)O)C1=O (7-[2-(2-amino-4-thiazolyl)-acetamido]-3-acetoxymethyl-ceph-3-eme-4-carboxylic acid), C([O-])(O)=O.[Na+] (sodium bicarbonate). Run in O (water). Conditions: temperature 50 celsius, time 3 minute. The product is NC=1SC=C(N1)CC(=O)NC1[C@@H]2N(C(=C(CS2)COC(C)=O)C(=O)[O-])C1=O.[Na+] (sodium 7-[2-(2-amino-4-thiazolyl)-acetamido]-3-acetoxymethyl-ceph-3-eme-4-carboxylate). Isolated yield 80.3%. Reaction SMILES: [NH2:1][C:2]1[S:3][CH:4]=[C:5]([CH2:7][C:8]([NH:10][CH:11]2[C:26](=[O:27])[N:13]3[C:14]([C:23]([OH:25])=[O:24])=[C:15]([CH2:18][O:19][C:20](=[O:22])[CH3:21])[CH2:16][S:17][C@H:12]23)=[O:9])[N:6]=1.C(=O)(O)[O-].[Na+:32]>O>[NH2:1][C:2]1[S:3][CH:4]=[C:5]([CH2:7][C:8]([NH:10][CH:11]2[C:26](=[O:27])[N:13]3[C:14]([C:23]([O-:25])=[O:24])=[C:15]([CH2:18][O:19][C:20](=[O:22])[CH3:21])[CH2:16][S:17][C@H:12]23)=[O:9])[N:6]=1.[Na+:32] |f:1.2,4.5|. Procedure: A mixture of 2.26 g of 7-[2-(2-amino-4-thiazolyl)-acetamido]-3-acetoxymethyl-ceph-3-eme-4-carboxylic acid, 420 mg of sodium bicarbonate, 10 ml of water and 0.5 g of activated carbon was stirred for 3 minutes at 50° C and was then vacuum filtered. The filtrate was washed with acetone and concentrated to 5 ml and 50 ml of acetone were added. The mixture was heated to 60° C to cause crystallization and was vacuum filtered to obtain 1.745 g of sodium 7-[2-(2-amino-4-thiazolyl)-acetamido]-3-acetoxyme... Reactants: COc1cc2nc(C(C)(C)C)sc2cc1N=C=S, CC(C)=O, OCCN1CCNCC1. Yields the product COc1cc2nc(C(C)(C)C)sc2cc1NC(=S)N1CCN(CCO)CC1. Reaction SMILES: [C:1]([CH3:2])([CH3:3])([CH3:4])[c:5]1[s:6][c:7]2[c:8]([n:9]1)[cH:10][c:11]([O:17][CH3:18])[c:12]([N:14]=[C:15]=[S:16])[cH:13]2.[CH3:28][C:29](=[O:30])[CH3:31].[OH:19][CH2:20][CH2:21][N:22]1[CH2:23][CH2:24][NH:25][CH2:26][CH2:27]1>>[C:1]([CH3:2])([CH3:3])([CH3:4])[c:5]1[s:6][c:7]2[c:8]([n:9]1)[cH:10][c:11]([O:17][CH3:18])[c:12]([NH:14][C:15](=[S:16])[N:25]1[CH2:24][CH2:23][N:22]([CH2:21][CH2:20][OH:19])[CH2:27][CH2:26]1)[cH:13]2. The reactants are C(C)(=O)OC=1C(=CC(=C(CCC(=O)OC)C1)C=O)OC (methyl 5-acetoxy-2-formyl-4-methoxyhydrocinnamate), N1C=NC=C1 (imidazole), C(C)(C)(C)[Si](C)(C)Cl (tert-butylchlorodimethylsilane). Solvent: C(Cl)Cl (methylene chloride), C(Cl)Cl (methylene chloride), CCOCC (ether), O (water). RXN SMILES: [C:1]([O:4][C:5]1[C:6]([O:19][CH3:20])=[CH:7][C:8]([CH:17]=[O:18])=[C:9]([CH:16]=1)[CH2:10][CH2:11][C:12]([O:14][CH3:15])=[O:13])(=[O:3])[CH3:2].N1C=CN=C1.[C:26]([Si:30](Cl)([CH3:32])[CH3:31])([CH3:29])([CH3:28])[CH3:27]>C(Cl)Cl.CCOCC.O>[C:1]([O:4][C:5]1[C:6]([O:19][CH3:20])=[CH:7][C:8]([CH2:17][O:18][Si:30]([C:26]([CH3:29])([CH3:28])[CH3:27])([CH3:32])[CH3:31])=[C:9]([CH:16]=1)[CH2:10][CH2:11][C:12]([O:14][CH3:15])=[O:13])(=[O:3])[CH3:2]. Conditions: time 60 minute. Reported procedure: To a solution of methyl 5-acetoxy-2-formyl-4-methoxyhydrocinnamate (3.31 g) and imidazole (2.42 g) in methylene chloride (25 ml) is added a solution of tert-butylchlorodimethylsilane (2.73 g) in methylene chloride (25 ml). The mixture is stirred at room temperature for about 60 minutes, diluted with ether and water, and the organic layer washed with water, brine, dried over magnesium sulfate, filtered and concentrated in vacuo to give the desired product. The product is C(C)(=O)OC=1C(=CC(=C(CCC(=O)OC)C1)CO[Si](C)(C)C(C)(C)C)OC (Methyl 5-Acetoxy-2-tert-butyldimethylsilyloxymethyl-4-methoxyhydrocinnamate). Reactants: [N+](=O)([O-])C1=C(C=CC=C1)CC(=O)OCC (ethyl 2-nitrophenylacetate). Reagents/catalysts: [Pd] (Pd/C). Solvent: C(C)O (ethanol). Run at time 18 hour. Product: NC1=C(C=CC=C1)CC(=O)OCC (Ethyl 2-aminophenylacetate). As a reaction SMILES: [N+:1]([C:4]1[CH:9]=[CH:8][CH:7]=[CH:6][C:5]=1[CH2:10][C:11]([O:13][CH2:14][CH3:15])=[O:12])([O-])=O>C(O)C.[Pd]>[NH2:1][C:4]1[CH:9]=[CH:8][CH:7]=[CH:6][C:5]=1[CH2:10][C:11]([O:13][CH2:14][CH3:15])=[O:12]. Procedure details: A solution of ethyl 2-nitrophenylacetate (13.6 g, 0.065 mole) in ethanol (150 ml) was hydrogenated over 10% Pd/C catalyst (1 g) at room temperature and pressure for 18 hours. The reaction mixture was filtered through keiselguhr and concentrated in vacuo to afford the title compound as a clear oil, which solidified on standing (10.8 g, 93%).